The task is: describe an organic reaction: reactants, conditions, products, and yield. This data is from the Open Reaction Database (ORD), a public repository of structured organic reaction records. The reactants are CS(=O)(=O)O (methanesulfonic acid), CC(C)C[C@@H]1C(=O)N2CCC[C@H]2[C@]3(N1C(=O)[C@](O3)(C(C)C)NC(=O)[C@H]4CN([C@H]5CC6=CNC7=CC=CC(=C67)C5=C4)C)O (Ergocryptinine), C(C)OCC (diethylether). Solvent: C(C)O (ethanol). Product: CC(C)C[C@@H]1C(=O)N2CCC[C@H]2[C@]3(N1C(=O)[C@](O3)(C(C)C)NC(=O)[C@H]4CN([C@H]5CC6=CNC7=CC=CC(=C67)C5=C4)C)O.CS(=O)(=O)O (Ergocryptinine methanesulfonate). As a reaction SMILES: [CH3:1][CH:2]([CH2:4][C@H:5]1[N:14]2[C:15]([C@@:17]([NH:22][C:23]([C@@H:25]3[CH:40]=[C:39]4[C@H:28]([CH2:29][C:30]5[C:38]6[C:33](=[CH:34][CH:35]=[CH:36][C:37]=64)[NH:32][CH:31]=5)[N:27]([CH3:41])[CH2:26]3)=[O:24])([CH:19]([CH3:21])[CH3:20])[O:18][C@@:13]2([OH:42])[C@H:12]2[N:8]([CH2:9][CH2:10][CH2:11]2)[C:6]1=[O:7])=[O:16])[CH3:3].[CH3:43][S:44]([OH:47])(=[O:46])=[O:45].C(OCC)C>C(O)C>[CH3:3][CH:2]([CH2:4][C@H:5]1[N:14]2[C:15]([C@@:17]([NH:22][C:23]([C@@H:25]3[CH:40]=[C:39]4[C@H:28]([CH2:29][C:30]5[C:38]6[C:33](=[CH:34][CH:35]=[CH:36][C:37]=64)[NH:32][CH:31]=5)[N:27]([CH3:41])[CH2:26]3)=[O:24])([CH:19]([CH3:20])[CH3:21])[O:18][C@@:13]2([OH:42])[C@H:12]2[N:8]([CH2:9][CH2:10][CH2:11]2)[C:6]1=[O:7])=[O:16])[CH3:1].[CH3:43][S:44]([OH:47])(=[O:46])=[O:45] |f:4.5|. Procedure: Ergocryptinine (2.30 g; 4 mmoles) was dissolved in absolute ethanol (20 ml), containing methanesulfonic acid (0.3 ml; 4.62 mmoles). The clear solution was poured into absolute diethylether (300 ml) while stirring. The precipitated salt was filtered off and dried in vacuo. Ergocryptinine methanesulfonate (2.5 g; 97.6% of the theory) with a melting point of 174°-175° C. was obtained.